Dataset: the Open Reaction Database (ORD), a public repository of structured organic reaction records. Task: describe an organic reaction: reactants, conditions, products, and yield Starting materials: OC1=C(C=C(C=O)C=C1C)C (4-hydroxy-3, 5-dimethylbenzaldehyde), C(C)(C)N(C(C)C)CC (N, N-diisopropylethylamine), COCCOCCl ((2-methoxyethoxy)methylchloride). Solvent: ClCCCl (1, 2-dichloroethane). Yields the product COCCOCOC1=C(C=C(C=O)C=C1C)C (4-[(2-methoxyethoxy)methoxy]-3, 5-dimethylbenzaldehyde). RXN SMILES: [OH:1][C:2]1[C:9]([CH3:10])=[CH:8][C:5]([CH:6]=[O:7])=[CH:4][C:3]=1[CH3:11].C(N(CC)C(C)C)(C)C.[CH3:21][O:22][CH2:23][CH2:24][O:25][CH2:26]Cl>ClCCCl>[CH3:21][O:22][CH2:23][CH2:24][O:25][CH2:26][O:1][C:2]1[C:3]([CH3:11])=[CH:4][C:5]([CH:6]=[O:7])=[CH:8][C:9]=1[CH3:10]. Procedure details: A mixture of 4-hydroxy-3, 5-dimethylbenzaldehyde (5 g), N, N-diisopropylethylamine (6.9 ml), (2-methoxyethoxy)methylchloride (4.26 ml) and 1, 2-dichloroethane (65 ml) was refluxed for 5 hours. The reaction mixture was washed with water and dried over magnesium sulfate. After removal of the solvent, the residue was subjected to column chromatography on silica gel and eluted with a mixture of n-hexane and ethyl acetate (8:2 V/V). The fractions containing the object compound were combined and conce... The reactants are C(C)(C)(C)C1=CC=C(C=C1)CC(C=O)C (3-(4-tert-Butylphenyl)-2-methylpropanal), O (H2O), [Br-].COC1=CC=C(C=C1)C[P+](C1=CC=CC=C1)(C1=CC=CC=C1)C1=CC=CC=C1 ((4-methoxyphenyl)methyltriphenylphosphonium bromide), [Li]CCCC (n-BuLi). The solvent is C1CCOC1 (THF), C1CCOC1 (THF). Reaction conditions: temperature 0 celsius, time 15 minute. Product: C(C)(C)(C)C1=CC=C(C=C1)CC(C=CC1=CC=C(C=C1)OC)C (1-(tert-Butyl)-4-[4-(4-methoxyphenyl)-2-methylbut-3-en-1-yl]benzene). Yield: 83.2%. Reaction SMILES: [Br-].[CH3:2][O:3][C:4]1[CH:9]=[CH:8][C:7]([CH2:10][P+](C2C=CC=CC=2)(C2C=CC=CC=2)C2C=CC=CC=2)=[CH:6][CH:5]=1.[Li]CCCC.[C:35]([C:39]1[CH:44]=[CH:43][C:42]([CH2:45][CH:46]([CH3:49])[CH:47]=O)=[CH:41][CH:40]=1)([CH3:38])([CH3:37])[CH3:36].O>C1COCC1>[C:35]([C:39]1[CH:40]=[CH:41][C:42]([CH2:45][CH:46]([CH3:49])[CH:47]=[CH:10][C:7]2[CH:6]=[CH:5][C:4]([O:3][CH3:2])=[CH:9][CH:8]=2)=[CH:43][CH:44]=1)([CH3:38])([CH3:37])[CH3:36] |f:0.1|. Procedure details: A solution of (4-methoxyphenyl)methyltriphenylphosphonium bromide (2.40 g, 5.18 mmol, 1.0 equiv.) in THF (10 mL), was cooled to 0° C. After adding n-BuLi (1.6 M in hexanes, 3.2 mL, 5.18 mmol, 1.0 equiv.) at 0° C., the red suspension was stirred at 0° C. for 15 min. 3-(4-tert-Butylphenyl)-2-methylpropanal (1.59 g, 7.77 mmol, 1.5 equiv.) in THF (4 mL) was added, and the mixture was stirred at 0° C.→25° C. for 12 h. After addition of H2O at 25° C., the aqueous layer was extracted with hexanes, the ... Starting materials: COc1ccc(P2(=S)SP(=S)(c3ccc(OC)cc3)S2)cc1, Cn1[nH]c(C(F)(F)F)cc1=O, Cc1ccccc1. The product is Cn1[nH]c(C(F)(F)F)cc1=S. RXN SMILES: [CH3:12][O:13][c:14]1[cH:15][cH:16][c:17]([P:18]2(=[S:21])[S:19][P:20]([c:22]3[cH:23][cH:24][c:25]([O:26][CH3:27])[cH:28][cH:29]3)(=[S:30])[S:31]2)[cH:32][cH:33]1.[CH3:1][n:2]1[nH:3][c:4]([C:8]([F:9])([F:10])[F:11])[cH:5][c:6]1=[O:7].[CH3:34][c:35]1[cH:36][cH:37][cH:38][cH:39][cH:40]1>>[CH3:1][n:2]1[nH:3][c:4]([C:8]([F:9])([F:10])[F:11])[cH:5][c:6]1=[S:21]. Reactants: ClC1=CC=C(OC2=CC=C(C(=O)C=CC(=O)O)C=C2)C=C1 (3-[4-(4-chlorophenoxy)benzoyl]acrylic acid), O(C1=CC=CC=C1)C1=CC=C(C(=O)C=CC(=O)O)C=C1 (3-(4-phenoxybenzoyl)acrylic acid). Product: ClC1=CC=C(OC2=CC=C(C(=O)C=CC(=O)OCC)C=C2)C=C1 (ethyl 3-[4-(4-chlorophenoxy)benzoyl]acrylate). Reaction SMILES: [Cl:1][C:2]1[CH:21]=[CH:20][C:5]([O:6][C:7]2[CH:19]=[CH:18][C:10]([C:11]([CH:13]=[CH:14][C:15]([OH:17])=[O:16])=[O:12])=[CH:9][CH:8]=2)=[CH:4][CH:3]=1.O(C1C=CC(C(C=CC(O)=O)=O)=CC=1)[C:23]1C=CC=C[CH:24]=1>>[Cl:1][C:2]1[CH:3]=[CH:4][C:5]([O:6][C:7]2[CH:8]=[CH:9][C:10]([C:11]([CH:13]=[CH:14][C:15]([O:17][CH2:23][CH3:24])=[O:16])=[O:12])=[CH:18][CH:19]=2)=[CH:20][CH:21]=1. Procedure details: The procedure in Example 13(1) was followed, except that 6.05 g of 3-[4-(4-chlorophenoxy)benzoyl]acrylic acid were used in place of 3-(4-phenoxybenzoyl)acrylic acid, to give 5.51 g of ethyl 3-[4-(4-chlorophenoxy)benzoyl]acrylate. Starting materials: FC=1C=CC(=C(C(=O)NC)C1)[N+](=O)[O-] (5-fluoro-N-methyl-2-nitrobenzamide), FC=1C=CC(=C(C(=O)NC)C1)[N+](=O)[O-] (5-fluoro-N-methyl-2-nitrobenzamide), FC1=CC(=C(C(=O)O)C=C1)[N+](=O)[O-] (4-fluoro-2-nitrobenzoic acid). Yields the product FC1=CC(=C(C(=O)NC)C=C1)[N+](=O)[O-] (4-Fluoro-N-methyl-2-nitrobenzamide). RXN SMILES: F[C:2]1[CH:3]=[CH:4][C:5]([N+:12]([O-:14])=[O:13])=[C:6]([CH:11]=1)[C:7]([NH:9][CH3:10])=[O:8].[F:15]C1C=CC(C(O)=O)=C([N+]([O-])=O)C=1>>[F:15][C:3]1[CH:2]=[CH:11][C:6]([C:7]([NH:9][CH3:10])=[O:8])=[C:5]([N+:12]([O-:14])=[O:13])[CH:4]=1. Reported procedure: The title compound was prepared using the procedure from 5-fluoro-N-methyl-2-nitrobenzamide (Compound 102B) with the commercially available 4-fluoro-2-nitrobenzoic acid. 1H NMR (CDCl3, 400 MHz): δ=3.04 (d, J=4.80 Hz, 3 H), 5.88 (br. s., 1 H), 7.39 (ddd, J=8.46, 7.45, 2.53 Hz, 1 H), 7.55 (dd, J=8.59, 5.31 Hz, 1 H), 7.78 (dd, J=8.34, 2.53 Hz, 1 H). MS (ES+): m/z 199.05 [MH+] (TOF, polar). The reactants are ClCC(=O)N1[C@@H](CC[C@@H]1C#C)C#N ((2S,5R)-1-(chloroacetyl)-5-ethynylpyrrolidine-2-carbonitrile), C(C)(C)(CC)N (tert-amylamine). Run in C(C)#N (acetonitrile). Run at time 2 day. The product is CC(CC)(C)NCC(=O)N1[C@@H](CC[C@@H]1C#C)C#N ((2S,5R)-1-(N-(1,1-dimethylpropyl)glycyl)-5-ethynylpyrrolidine-2-carbonitrile). Reaction SMILES: Cl[CH2:2][C:3]([N:5]1[C@@H:9]([C:10]#[CH:11])[CH2:8][CH2:7][C@H:6]1[C:12]#[N:13])=[O:4].[C:14]([NH2:19])([CH2:17][CH3:18])([CH3:16])[CH3:15]>C(#N)C>[CH3:15][C:14]([NH:19][CH2:2][C:3]([N:5]1[C@@H:9]([C:10]#[CH:11])[CH2:8][CH2:7][C@H:6]1[C:12]#[N:13])=[O:4])([CH3:16])[CH2:17][CH3:18]. Procedure details: To a stirred solution of (2S,5R)-1-(chloroacetyl)-5-ethynylpyrrolidine-2-carbonitrile (0.03 g, 0.152 mmol, Example 8D) in acetonitrile (3 mL) at room temperature under nitrogen was added tert-amylamine (0.027 g, 0.228 mmol). The reaction mixture was stirred for two days and then concentrated under reduced pressure. The residue was flash chromatographed with 5% MeOH/CH2Cl2 to provide the titled compound. MS (DCI) m/z 248 (M+H)+. Reactants: ( M ), NC1=C(C=C(C=C1)OC(F)(F)F)C(=O)C1=CC=C(C=C1)F ((2-Amino-5-trifluoromethoxy-phenyl)-(4-fluoro-phenyl)-methanone), FC(C(CC(C)=O)=O)(F)F (1,1,1-trifluoro-2,4-pentanedione), C(C)(C)O (isopropanol). The solvent is CCCCCCC.C(C)(=O)OCC (heptane ethyl acetate). Run at time 16 hour. The product is FC(C(=O)C=1C(=NC2=CC=C(C=C2C1C1=CC=C(C=C1)F)OC(F)(F)F)C)(F)F (2,2,2-Trifluoro-1-[4-(4-fluoro-phenyl)-2-methyl-6-trifluoromethoxy-quinolin-3-yl]-ethanone). Yield: 96.0%. RXN SMILES: [NH2:1][C:2]1[CH:7]=[CH:6][C:5]([O:8][C:9]([F:12])([F:11])[F:10])=[CH:4][C:3]=1[C:13]([C:15]1[CH:20]=[CH:19][C:18]([F:21])=[CH:17][CH:16]=1)=O.[F:22][C:23]([F:31])([F:30])[C:24](=[O:29])[CH2:25][C:26](=O)[CH3:27].C(O)(C)C>CCCCCCC.C(OCC)(=O)C>[F:22][C:23]([F:31])([F:30])[C:24]([C:25]1[C:26]([CH3:27])=[N:1][C:2]2[C:3]([C:13]=1[C:15]1[CH:20]=[CH:19][C:18]([F:21])=[CH:17][CH:16]=1)=[CH:4][C:5]([O:8][C:9]([F:12])([F:11])[F:10])=[CH:6][CH:7]=2)=[O:29] |f:3.4|. Reported procedure: The title compound was prepared from (2-Amino-5-trifluoromethoxy-phenyl)-(4-fluoro-phenyl)-methanone [example A9] and 1,1,1-trifluoro-2,4-pentanedione according to the procedure of example 1, except that the solvent was isopropanol, the reaction time was of 16 h and heptane/ethyl acetate (1:2) was used. Yield: 96%; MS: m/z=417 (M). The reactants are product 29b, C(C)(C)(C)OC(=O)NCCOC1=C(C=C(C=C1)[N+](=O)[O-])Cl (N-tert.butoxycarbonyl-[2-(2-chloro-4-nitro-phenoxy)-ethyl]-amine). Reagents/catalysts: [Ni] (Raney nickel). Procedure details: The product was obtained analogously to Intermediate product 29b starting from 2.25 g (7.10 mmol) N-tert.butoxycarbonyl-[2-(2-chloro-4-nitro-phenoxy)-ethyl]-amine by hydrogenation with 500 mg Raney nickel at 3 bar. RXN SMILES: [C:1]([O:5][C:6]([NH:8][CH2:9][CH2:10][O:11][C:12]1[CH:17]=[CH:16][C:15]([N+:18]([O-])=O)=[CH:14][C:13]=1[Cl:21])=[O:7])([CH3:4])([CH3:3])[CH3:2]>[Ni]>[C:1]([O:5][C:6]([NH:8][CH2:9][CH2:10][O:11][C:12]1[CH:17]=[CH:16][C:15]([NH2:18])=[CH:14][C:13]=1[Cl:21])=[O:7])([CH3:4])([CH3:2])[CH3:3]. The product is C(C)(C)(C)OC(=O)NCCOC1=C(C=C(C=C1)N)Cl (4-(N-tert. butoxycarbonyl-2-amino-ethoxy)-3-chloro-phenylamine). Product: Cl.Cl.ClC1=C(C(=NN1C)C)CSC1=NC(=CC(=N1)O)C (2-{[(5-chloro-1,3-dimethyl-1H-pyrazol-4-yl)methyl]sulfanyl}-6-methylpyrimidin-4-ol dihydrochloride). As a reaction SMILES: [Cl:1][C:2]1[N:6]([CH3:7])[N:5]=[C:4]([CH3:8])[C:3]=1[CH2:9][S:10][C:11]1[N:16]=[C:15]([OH:17])[CH:14]=[C:13]([CH3:18])[N:12]=1.[ClH:19].O1CCOCC1>CO>[ClH:1].[ClH:19].[Cl:1][C:2]1[N:6]([CH3:7])[N:5]=[C:4]([CH3:8])[C:3]=1[CH2:9][S:10][C:11]1[N:16]=[C:15]([OH:17])[CH:14]=[C:13]([CH3:18])[N:12]=1 |f:4.5.6|. The yield is 76.0%. The solvent is CO (methanol). Starting materials: Cl (HCl), O1CCOCC1 (dioxane), ClC1=C(C(=NN1C)C)CSC1=NC(=CC(=N1)O)C (2-{[(5-chloro-1,3-dimethyl-1H-pyrazol-4-yl)methyl]sulfanyl}-6-methylpyrimidin-4-ol). Run at time 30 minute. Procedure: 2-{[(5-chloro-1,3-dimethyl-1H-pyrazol-4-yl)methyl]sulfanyl}-6-methylpyrimidin-4-ol, (150 mg, 527 mmol) was stirred in methanol (30 mL) and a solution of 4 N HCl in dioxane (395 μL, 1.6 mmol) was added dropwise at 0° C. The mixture was stirred for 30 minutes at room temperature. The solvent was removed by evaporation, and the residue was triturated with diethyl ether and dried in vacuo to afford to 2-{[(5-chloro-1,3-dimethyl-1H-pyrazol-4-yl)methyl]sulfanyl}-6-methylpyrimidin-4-ol dihydrochloride ...